This data is from the Open Reaction Database (ORD), a public repository of structured organic reaction records. The task is: describe an organic reaction: reactants, conditions, products, and yield The reactants are CCOC(=O)c1c(C)n(CCc2ccccc2)c2ccc(C)cc12, CCO, [Na+], [OH-]. Product: Cc1ccc2c(c1)c(C(=O)O)c(C)n2CCc1ccccc1. Reaction SMILES: [CH3:1][c:2]1[n:3]([CH2:17][CH2:18][c:19]2[cH:20][cH:21][cH:22][cH:23][cH:24]2)[c:4]2[cH:5][cH:6][c:7]([CH3:16])[cH:8][c:9]2[c:10]1[C:11](=[O:12])[O:13][CH2:14][CH3:15].[CH3:27][CH2:28][OH:29].[Na+:26].[OH-:25]>>[CH3:1][c:2]1[n:3]([CH2:17][CH2:18][c:19]2[cH:20][cH:21][cH:22][cH:23][cH:24]2)[c:4]2[cH:5][cH:6][c:7]([CH3:16])[cH:8][c:9]2[c:10]1[C:11](=[O:12])[OH:13]. Reaction SMILES: Cl.[C:2]1([CH2:8][N:9]2[CH2:14][CH2:13][CH2:12][C:11](=O)[CH2:10]2)[CH:7]=[CH:6][CH:5]=[CH:4][CH:3]=1.Br.Br.[F:18][C:19]1[CH:24]=[CH:23][C:22]([CH2:25][N:26]2[C:30]3[CH:31]=[CH:32][CH:33]=[CH:34][C:29]=3[N:28]=[C:27]2[NH:35][CH:36]2[CH2:41][CH2:40][NH:39][CH2:38][CH2:37]2)=[CH:21][CH:20]=1.S1C=CC=C1.C([O-])(=O)C.[K+].[H][H]>C(O)C.[Pd].COCCO>[F:18][C:19]1[CH:24]=[CH:23][C:22]([CH2:25][N:26]2[C:30]3[CH:31]=[CH:32][CH:33]=[CH:34][C:29]=3[N:28]=[C:27]2[NH:35][CH:36]2[CH2:37][CH2:38][N:39]([CH:11]3[CH2:12][CH2:13][CH2:14][N:9]([CH2:8][C:2]4[CH:7]=[CH:6][CH:5]=[CH:4][CH:3]=4)[CH2:10]3)[CH2:40][CH2:41]2)=[CH:21][CH:20]=1 |f:0.1,2.3.4,6.7|. Procedure details: A mixture of 25 parts of 1-(phenylmethyl)-3-piperidinone hydrochloride, 55 parts of 1-[(4-fluorophenyl)methyl]-N-(4-piperidinyl)-1H-benzimidazol-2-amine dihydrobromide, 1 part of a solution of thiophene in ethanol 4%, 50 parts of potassium acetate and 500 parts of 2-methoxyethanol was hydrogenated at normal pressure and at 50° C. with 5 parts of palladium-on-charcoal catalyst 10%. After the calculated amount of hydrogen was taken up, the catalyst was filtered off and the filrate was evaporated. ... Yields the product FC1=CC=C(C=C1)CN1C(=NC2=C1C=CC=C2)NC2CCN(CC2)C2CN(CCC2)CC2=CC=CC=C2 (1-[(4-fluorophenyl)methyl]-N-[1'-(phenylmethyl)-[1,3'-bipiperidin]-4-yl]-1H-benzimidazol-2-amine). Run in C(C)O (ethanol), COCCO (2-methoxyethanol). Reagents/catalysts: [Pd] (palladium-on-charcoal). The reactants are [H][H] (hydrogen), 25, Cl.C1(=CC=CC=C1)CN1CC(CCC1)=O (1-(phenylmethyl)-3-piperidinone hydrochloride), Br.Br.FC1=CC=C(C=C1)CN1C(=NC2=C1C=CC=C2)NC2CCNCC2 (1-[(4-fluorophenyl)methyl]-N-(4-piperidinyl)-1H-benzimidazol-2-amine dihydrobromide), S1C=CC=C1 (thiophene), C(C)(=O)[O-].[K+] (potassium acetate).